This data is from the Open Reaction Database (ORD), a public repository of structured organic reaction records. The task is: describe an organic reaction: reactants, conditions, products, and yield Reactants: O=C(c1ncc[nH]1)c1ncc[nH]1, CC(C)(C)OC(=O)Nc1ccccc1N, C=CCN(CC=C)Cc1ccc(C(=O)O)s1, C1CCOC1. Product: C=CCN(CC=C)Cc1ccc(C(=O)Nc2ccccc2NC(=O)OC(C)(C)C)s1. Reaction SMILES: [C:17]([c:18]1[nH:19][cH:20][cH:21][n:22]1)([c:23]1[nH:24][cH:25][cH:26][n:27]1)=[O:28].[C:29](=[O:30])([O:31][C:32]([CH3:33])([CH3:34])[CH3:35])[NH:36][c:37]1[c:38]([NH2:43])[cH:39][cH:40][cH:41][cH:42]1.[CH2:1]([CH:2]=[CH2:3])[N:4]([CH2:5][CH:6]=[CH2:7])[CH2:8][c:9]1[cH:10][cH:11][c:12]([C:14](=[O:15])[OH:16])[s:13]1.[CH2:44]1[O:45][CH2:46][CH2:47][CH2:48]1>>[CH2:1]([CH:2]=[CH2:3])[N:4]([CH2:5][CH:6]=[CH2:7])[CH2:8][c:9]1[cH:10][cH:11][c:12]([C:14](=[O:16])[NH:43][c:38]2[c:37]([NH:36][C:29](=[O:30])[O:31][C:32]([CH3:33])([CH3:34])[CH3:35])[cH:42][cH:41][cH:40][cH:39]2)[s:13]1. The reactants are ClC1=CC=C(C=C1)C(Cl)(Cl)Cl (p-chlorobenzotrichloride), C(C)(=O)OC(C)=O (acetic anhydride), S(O)(O)(=O)=O (sulfuric acid). Yields the product C(C)(=O)Cl (acetyl chloride), ClC1=CC=C(C(=O)Cl)C=C1 (p-chlorobenzoyl chloride). Yield: 101.0%. RXN SMILES: [Cl:1][C:2]1[CH:7]=[CH:6][C:5]([C:8]([Cl:11])(Cl)Cl)=[CH:4][CH:3]=1.C(OC(=O)C)(=[O:14])C.S(=O)(=O)(O)[OH:20]>>[C:2]([Cl:1])(=[O:14])[CH3:7].[Cl:1][C:2]1[CH:7]=[CH:6][C:5]([C:8]([Cl:11])=[O:20])=[CH:4][CH:3]=1. Reported procedure: To the reaction residue from run 3 was added 230 g of p-chlorobenzotrichloride, 97 g of acetic anhydride and 2 g of sulfuric acid (98%). The reaction was carried as previously described to give 136 g (91.2%) of acetyl chloride and 177 g (101%) of p-chlorobenzoyl chloride. The average yield from runs 1-4 was 92.7% for acetyl chloride and 93% for p-chlorobenzoyl chloride. Reactants: FC(C=1C=C(C=CC1)C(C#N)C(C(C(C)C)OC)=O)(F)F ((3-trifluoromethylphenyl)-(2-methoxyisovaleryl)acetonitrile), S(O)(O)(=O)=O (sulfuric acid). Solvent: C(C)(=O)O (acetic acid). Run at time 8 hour. The product is C(C)(C)C1OC(=C(C1=O)C1=CC(=CC=C1)C(F)(F)F)N (2-Isopropyl-3-oxo-4-(3-trifluoromethylphenyl)-5-amino-2,3-dihydrofuran). Reaction SMILES: [F:1][C:2]([F:21])([F:20])[C:3]1[CH:4]=[C:5]([CH:9]([C:12](=[O:19])[CH:13]([O:17]C)[CH:14]([CH3:16])[CH3:15])[C:10]#[N:11])[CH:6]=[CH:7][CH:8]=1.S(=O)(=O)(O)O>C(O)(=O)C>[CH:14]([CH:13]1[C:12](=[O:19])[C:9]([C:5]2[CH:6]=[CH:7][CH:8]=[C:3]([C:2]([F:21])([F:20])[F:1])[CH:4]=2)=[C:10]([NH2:11])[O:17]1)([CH3:16])[CH3:15]. Procedure details: In this example, a mixture containing 11.4 g of (3-trifluoromethylphenyl)-(2-methoxyisovaleryl)acetonitrile and 7.8 g of concentrated sulfuric acid in 50 ml of acetic acid was warmed to reflux for 30 minutes and then concentrated by evaporation under vacuum. The concentrate was mixed with diethylether, washed three times with 1N aqueous sodium hydroxide, dried over magnesium sulfate and concentrated by evaporation affording an oil. The oil was triturated in 20% (vol.) ethyl acetate:80% petroleum... The reactants are C(CCCCC=C)C(C(=O)OCC)C(=O)OCC (diethyl 2-(6-heptenyl)malonate), ICCCCC(C(F)(F)F)(F)F (1-iodo-5,5,6,6,6-pentafluorohexane). Yields the product FC(CCCCC(C(=O)OCC)CCCCCC=C)(C(F)(F)F)F (ethyl 2-(5,5,6,6,6-pentafluorohexyl)-8-nonenoate). As a reaction SMILES: [CH2:1]([CH:8]([C:14](OCC)=O)[C:9]([O:11][CH2:12][CH3:13])=[O:10])[CH2:2][CH2:3][CH2:4][CH2:5][CH:6]=[CH2:7].IC[CH2:21][CH2:22][CH2:23][C:24]([F:30])([F:29])[C:25]([F:28])([F:27])[F:26]>>[F:29][C:24]([F:30])([C:25]([F:28])([F:27])[F:26])[CH2:23][CH2:22][CH2:21][CH2:14][CH:8]([CH2:1][CH2:2][CH2:3][CH2:4][CH2:5][CH:6]=[CH2:7])[C:9]([O:11][CH2:12][CH3:13])=[O:10]. Reported procedure: Starting with diethyl 2-(6-heptenyl)malonate and the 1-iodo-5,5,6,6,6-pentafluorohexane prepared in Example 2, the same procedure as shown in Example 5 was repeated to give ethyl 2-(5,5,6,6,6-pentafluorohexyl)-8-nonenoate. The reactants are OC=1C=C(C=CC1)C=1C=NC(=NC1)C1=CC=C(C=C1)OCCCCCCCC (5-(3-hydroxyphenyl)-2-(4-octyloxyphenyl)pyrimidine), C(CCC)[C@H]1[C@@H](O1)CO ((2S, 3S )-3-butyloxiran-2-ylmethanol). The solvent is C(Cl)(Cl)Cl (CHCl3). Product: C(CCC)[C@H]1[C@@H](O1)COC=1C=C(C=CC1)C=1C=NC(=NC1)C1=CC=C(C=C1)OCCCCCCCC (5-[3-((2S,3S)-3-Butyloxiran-2-ylmethoxy)phenyl]-2-(4-octyloxyphenyl)pyrimidine). Reaction SMILES: [OH:1][C:2]1[CH:3]=[C:4]([C:8]2[CH:9]=[N:10][C:11]([C:14]3[CH:19]=[CH:18][C:17]([O:20][CH2:21][CH2:22][CH2:23][CH2:24][CH2:25][CH2:26][CH2:27][CH3:28])=[CH:16][CH:15]=3)=[N:12][CH:13]=2)[CH:5]=[CH:6][CH:7]=1.[CH2:29]([C@@H:33]1[O:35][C@H:34]1[CH2:36]O)[CH2:30][CH2:31][CH3:32]>C(Cl)(Cl)Cl>[CH2:29]([C@@H:33]1[O:35][C@H:34]1[CH2:36][O:1][C:2]1[CH:3]=[C:4]([C:8]2[CH:9]=[N:10][C:11]([C:14]3[CH:19]=[CH:18][C:17]([O:20][CH2:21][CH2:22][CH2:23][CH2:24][CH2:25][CH2:26][CH2:27][CH3:28])=[CH:16][CH:15]=3)=[N:12][CH:13]=2)[CH:5]=[CH:6][CH:7]=1)[CH2:30][CH2:31][CH3:32]. Procedure details: The synthesis is carried out analogously to Example 1 from 5-(3-hydroxyphenyl)-2-(4-octyloxyphenyl)pyrimidine and (2S, 3S )-3-butyloxiran-2-ylmethanol. ##STR44## [α]D20 (CHCl3)=-14.27 The reactants are [OH-].[Na+] (sodium hydroxide), C(C)(=O)NC12CC3(CC(CC(C1)C3)(C2)C)C (1-Acetamido-3,5-dimethyladamantane), S(O)(O)(=O)=O (sulfuric acid), C(C)#N (Acetonitrile), ice water. Reaction conditions: temperature 0 celsius, time 1 hour. The product is C(C)(=O)NC12CC3(CC(CC(C1)(C3)NC(C)=O)(C2)C)C (1,7-diacetamido-3,5-dimethyladamantane). As a reaction SMILES: [C:1]([NH:4][C:5]12[CH2:14][C:9]3([CH3:15])[CH2:10][CH:11]([CH2:13][C:7]([CH3:16])([CH2:8]3)[CH2:6]1)[CH2:12]2)(=[O:3])[CH3:2].S(=O)(=O)(O)O.[OH-:22].[Na+].[C:24](#[N:26])[CH3:25]>>[C:1]([NH:4][C:5]12[CH2:14][C:9]3([CH3:15])[CH2:10][C:11]([NH:26][C:24](=[O:22])[CH3:25])([CH2:13][C:7]([CH3:16])([CH2:8]3)[CH2:6]1)[CH2:12]2)(=[O:3])[CH3:2] |f:2.3|. Procedure details: 1-Acetamido-3,5-dimethyladamantane (2) (10 g) was added slowly to concentrated sulfuric acid (120 mL) cooled to 0° C. in a salt-ice bath. The solution was stirred at 0° C. for 1 h. Acetonitrile (23 mL) was then added dropwise. The reaction mixture was stirred at 0° C. for 2 h, and then at room temperature for 1 h. The reaction mixture was poured into ice-water. Saturated sodium hydroxide solution was added with cooling. The precipitate (dark solid) was filtered, and discarded. The off-white soli... As a reaction SMILES: [CH2:50]1[O:51][CH2:52][CH2:53][CH2:54]1.[CH3:39][I:40].[F:1][c:2]1[cH:3][cH:4][c:5](-[c:8]2[n:9][c:10]3[o:11][cH:12][cH:13][n:14]3[c:15]2-[c:16]2[cH:17][cH:18][c:19]3[n:20]([cH:21]2)[c:22]([CH:25]2[CH2:26][CH2:27][CH:28]([NH:31][C:32](=[O:33])[O:34][C:35]([CH3:36])([CH3:37])[CH3:38])[CH2:29][CH2:30]2)[n:23][n:24]3)[cH:6][cH:7]1.[F:43][C:44]([F:45])([F:46])[C:47]([OH:48])=[O:49].[H-:42].[Na+:41]>>[F:1][c:2]1[cH:3][cH:4][c:5](-[c:8]2[n:9][c:10]3[o:11][cH:12][cH:13][n:14]3[c:15]2-[c:16]2[cH:17][cH:18][c:19]3[n:20]([cH:21]2)[c:22]([CH:25]2[CH2:26][CH2:27][CH:28]([NH:31][CH3:32])[CH2:29][CH2:30]2)[n:23][n:24]3)[cH:6][cH:7]1. Yields the product CNC1CCC(c2nnc3ccc(-c4c(-c5ccc(F)cc5)nc5occn45)cn23)CC1. Starting materials: C1CCOC1, CI, CC(C)(C)OC(=O)NC1CCC(c2nnc3ccc(-c4c(-c5ccc(F)cc5)nc5occn45)cn23)CC1, O=C(O)C(F)(F)F, [H-], [Na+]. Starting materials: O.O.[Sn](Cl)(Cl)(Cl)Cl (Tin chloride dihydrate), [N+](=O)([O-])C1=C(C=CC(=C1)[N+](=O)[O-])CC(=O)O (2,4-dinitrophenylacetic acid), [OH-].[Na+] (sodium hydroxide). Solvent: C(C)O (ethanol). Conditions: temperature 90 celsius. The product is NC1=CC=C2CC(NC2=C1)=O (6-amino-2-oxindole). The yield is 101.3%. Reaction SMILES: O.O.[Sn](Cl)(Cl)(Cl)Cl.[N+:8]([C:11]1[CH:16]=[C:15]([N+:17]([O-])=O)[CH:14]=[CH:13][C:12]=1[CH2:20][C:21]([OH:23])=O)([O-])=O.[OH-].[Na+]>C(O)C>[NH2:17][C:15]1[CH:16]=[C:11]2[C:12]([CH2:20][C:21](=[O:23])[NH:8]2)=[CH:13][CH:14]=1 |f:0.1.2,4.5|. Reported procedure: Tin chloride dihydrate (225 g) was added to a solution of 2,4-dinitrophenylacetic acid (22.6 g) in ethanol (450 ml). The mixture was heated at 90° C. for 10 hours. The reaction mixture was cooled and adjusted to pH 11 with 12M sodium hydroxide. The solids were removed by filtration and the filtrate was concentrated. The residue was treated with ethanol (300 ml). Insoluble materials were removed by filtration and washed with ethanol (5×60 ml). The combined ethanol solutions were evaporated and th... Reactants: CC(C)Nc1ccn(C(=O)OC(C)(C)C)n1, C1CCOC1, COCN(c1cc(Cl)cnc1C(=O)Cl)S(=O)(=O)c1ccc(Cl)c(C(F)(F)F)c1. Yields the product COCN(c1cc(Cl)cnc1C(=O)N(c1ccn(C(=O)OC(C)(C)C)n1)C(C)C)S(=O)(=O)c1ccc(Cl)c(C(F)(F)F)c1. RXN SMILES: [C:29]([CH3:30])([CH3:31])([CH3:32])[O:33][C:34](=[O:35])[n:36]1[n:37][c:38]([NH:41][CH:42]([CH3:43])[CH3:44])[cH:39][cH:40]1.[CH2:45]1[O:46][CH2:47][CH2:48][CH2:49]1.[Cl:1][c:2]1[cH:3][c:4]([N:11]([CH2:12][O:13][CH3:14])[S:15](=[O:16])(=[O:17])[c:18]2[cH:19][c:20]([C:25]([F:26])([F:27])[F:28])[c:21]([Cl:24])[cH:22][cH:23]2)[c:5]([C:8](=[O:9])[Cl:10])[n:6][cH:7]1>>[Cl:1][c:2]1[cH:3][c:4]([N:11]([CH2:12][O:13][CH3:14])[S:15](=[O:16])(=[O:17])[c:18]2[cH:19][c:20]([C:25]([F:26])([F:27])[F:28])[c:21]([Cl:24])[cH:22][cH:23]2)[c:5]([C:8](=[O:9])[N:41]([c:38]2[n:37][n:36]([C:34]([O:33][C:29]([CH3:30])([CH3:31])[CH3:32])=[O:35])[cH:40][cH:39]2)[CH:42]([CH3:43])[CH3:44])[n:6][cH:7]1. Starting materials: O=C([O-])[O-], CCOC(=O)c1ccc2c(c1)CC(C)(C)C(c1cncc(Br)c1)N2, C1COCCN1, CN(C)CC(=O)O, CS(C)=O, Cl, [Cu]I, [K+], [K+]. Product: CCOC(=O)c1ccc2c(c1)CC(C)(C)C(c1cncc(N3CCOCC3)c1)N2. As a reaction SMILES: [C:39](=[O:40])([O-:41])[O-:42].[CH2:1]([CH3:2])[O:3][C:4](=[O:5])[c:6]1[cH:7][c:8]2[c:13]([cH:14][cH:15]1)[NH:12][CH:11]([c:16]1[cH:17][n:18][cH:19][c:20]([Br:22])[cH:21]1)[C:10]([CH3:23])([CH3:24])[CH2:9]2.[CH2:25]1[CH2:26][O:27][CH2:28][CH2:29][NH:30]1.[CH3:32][N:33]([CH3:34])[CH2:35][C:36]([OH:37])=[O:38].[CH3:45][S:46](=[O:47])[CH3:48].[ClH:31].[Cu:49][I:50].[K+:43].[K+:44]>>[CH2:1]([CH3:2])[O:3][C:4](=[O:5])[c:6]1[cH:7][c:8]2[c:13]([cH:14][cH:15]1)[NH:12][CH:11]([c:16]1[cH:17][n:18][cH:19][c:20]([N:30]3[CH2:25][CH2:26][O:27][CH2:28][CH2:29]3)[cH:21]1)[C:10]([CH3:23])([CH3:24])[CH2:9]2.